From a dataset of the Open Reaction Database (ORD), a public repository of structured organic reaction records. describe an organic reaction: reactants, conditions, products, and yield Reactants: Cc1oc(-c2ccccc2)nc1COc1ccc(CO)cn1, Cc1ccccc1, O, O=S(Cl)Cl. Yields the product Cc1oc(-c2ccccc2)nc1COc1ccc(CCl)cn1. As a reaction SMILES: [CH3:1][c:2]1[c:3]([CH2:13][O:14][c:15]2[n:16][cH:17][c:18]([CH2:21][OH:22])[cH:19][cH:20]2)[n:4][c:5](-[c:7]2[cH:8][cH:9][cH:10][cH:11][cH:12]2)[o:6]1.[CH3:23][c:24]1[cH:25][cH:26][cH:27][cH:28][cH:29]1.[OH2:34].[S:30]([Cl:31])([Cl:32])=[O:33]>>[CH3:1][c:2]1[c:3]([CH2:13][O:14][c:15]2[n:16][cH:17][c:18]([CH2:21][Cl:32])[cH:19][cH:20]2)[n:4][c:5](-[c:7]2[cH:8][cH:9][cH:10][cH:11][cH:12]2)[o:6]1. Reactants: C(C(C)C)C1=CC=C(C=C1)C(CCCC)=O (4'-isobutylvalerophenone), [BH4-].[Na+] (sodium borohydride), Cl (hydrochloric acid), ice water. Solvent: CC(C)O (2-propanol). Reaction conditions: temperature 50 celsius, time 5 hour. The product is C(C(C)C)C1=CC=C(C=C1)C(CCCC)O (1-(4-isobutylphenyl)pentanol). Reaction SMILES: [CH2:1]([C:5]1[CH:10]=[CH:9][C:8]([C:11](=[O:16])[CH2:12][CH2:13][CH2:14][CH3:15])=[CH:7][CH:6]=1)[CH:2]([CH3:4])[CH3:3].[BH4-].[Na+].Cl>CC(O)C>[CH2:1]([C:5]1[CH:6]=[CH:7][C:8]([CH:11]([OH:16])[CH2:12][CH2:13][CH2:14][CH3:15])=[CH:9][CH:10]=1)[CH:2]([CH3:4])[CH3:3] |f:1.2|. Procedure: To a solution of 4'-isobutylvalerophenone in 2-propanol was added sodium borohydride, and the mixture was stirred at 50° C. for 5 hours. The reaction mixture was poured into ice water, acidified with 6N hydrochloric acid and extracted with ethyl acetate. The organic layer was washed with water and brine, dried over magnesium sulfate and concentrated to give the object compound. The reactants are C(C)(=O)SC[C@H]1N(C[C@@H](C1)O[Si](C)(C)C(C)(C)C)C(=O)OCC1=CC=C(C=C1)[N+](=O)[O-] ((2S,4R)-2-acetylthiomethyl-4-t-butyldimethylsilyloxy-1-(4-nitrobenzyloxycarbonyl)pyrrolidine), C[O-].[Na+].CO (sodium methoxide methanol), ICC(=O)N (2-iodoacetamide). The solvent is CO (methanol). Conditions: time 10 minute. The product is [Si](C)(C)(C(C)(C)C)O[C@@H]1C[C@H](N(C1)C(=O)OCC1=CC=C(C=C1)[N+](=O)[O-])CSCC(N)=O ((2S,4R)-4-t-butyldimethylsilyloxy-2-(carbamoylmethyl)thiomethyl-1-(4nitrobenzyloxycarbonyl)pyrrolidine). Yield: 102.2%. Reaction SMILES: C([S:4][CH2:5][C@@H:6]1[CH2:10][C@@H:9]([O:11][Si:12]([C:15]([CH3:18])([CH3:17])[CH3:16])([CH3:14])[CH3:13])[CH2:8][N:7]1[C:19]([O:21][CH2:22][C:23]1[CH:28]=[CH:27][C:26]([N+:29]([O-:31])=[O:30])=[CH:25][CH:24]=1)=[O:20])(=O)C.C[O-].[Na+].CO.I[CH2:38][C:39]([NH2:41])=[O:40]>CO>[Si:12]([O:11][C@H:9]1[CH2:8][N:7]([C:19]([O:21][CH2:22][C:23]2[CH:28]=[CH:27][C:26]([N+:29]([O-:31])=[O:30])=[CH:25][CH:24]=2)=[O:20])[C@H:6]([CH2:5][S:4][CH2:38][C:39](=[O:40])[NH2:41])[CH2:10]1)([C:15]([CH3:18])([CH3:16])[CH3:17])([CH3:13])[CH3:14] |f:1.2.3|. Reported procedure: To a solution of (2S,4R)-2-acetylthiomethyl-4-t-butyldimethylsilyloxy-1-(4-nitrobenzyloxycarbonyl)pyrrolidine (2.0 g) in methanol (20 ml) was added 28% sodium methoxide-methanol solution (0.98 ml) under an atmosphere of nitrogen at 0° C. After stirring at the same temperature for 10 minutes, to this reaction mixture was added 2-iodoacetamide (1.02 g) under the same condition. The mixture was stirred at ambient temperature for 3 hours The reaction mixture was concentrated under reduced pressure. ... The reactants are IC=1C=NN2C1N=C(C=C2C(F)(F)F)C2=CC=C(C=C2)C(F)(F)F (3-Iodo-7-trifluoromethyl-5-(4-trifluoromethyl-phenyl)-pyrazolo[1,5-a]pyrimidine), C1(=CC=CC=C1)C#C (phenylacetylene). Product: C1(=CC=CC=C1)C#CC=1C=NN2C1N=C(C=C2C(F)(F)F)C2=CC=C(C=C2)C(F)(F)F (3-Phenylethynyl-7-trifluoromethyl-5-(4-trifluoromethyl-phenyl)-pyrazolo[1,5-a]pyrimidine), solid. Yield: 58.0%. RXN SMILES: I[C:2]1[CH:3]=[N:4][N:5]2[C:10]([C:11]([F:14])([F:13])[F:12])=[CH:9][C:8]([C:15]3[CH:20]=[CH:19][C:18]([C:21]([F:24])([F:23])[F:22])=[CH:17][CH:16]=3)=[N:7][C:6]=12.[C:25]1([C:31]#[CH:32])[CH:30]=[CH:29][CH:28]=[CH:27][CH:26]=1>>[C:25]1([C:31]#[C:32][C:2]2[CH:3]=[N:4][N:5]3[C:10]([C:11]([F:14])([F:13])[F:12])=[CH:9][C:8]([C:15]4[CH:20]=[CH:19][C:18]([C:21]([F:24])([F:23])[F:22])=[CH:17][CH:16]=4)=[N:7][C:6]=23)[CH:30]=[CH:29][CH:28]=[CH:27][CH:26]=1. Procedure: The title compound was prepared from 3-Iodo-7-trifluoromethyl-5-(4-trifluoromethyl-phenyl)-pyrazolo[1,5-a]pyrimidine (example C.1, method 2, step 2) (340 mg, 1.0 mmol) and phenylacetylene (267 mg, 1.0 mmol) according to general procedure II. Obtained as an orange solid (250 mg, 58%). MS (ISP) 432.3[(M+H)+]; mp 144-145° C. The reactants are C1=CC(=CC(=C1)Cl)C(=O)OO (mCPBA), CC1=CC=C(C=C1)C=1C=CC2=C(C=C(CCS2)C(=O)OC)C1 (methyl 7-(4-methylphenyl)-2,3-dihydro-1-benzothiepine-4-carboxylate), S(=S)(=O)([O-])[O-].[Na+].[Na+] (sodium thiosulfate). Run in ClCCl (dichloromethane). The product is CC1=CC=C(C=C1)C=1C=CC2=C(C=C(CCS2(=O)=O)C(=O)OC)C1 (methyl 7-(4-methylphenyl)-1,1-dioxo-2,3-dihydro-1-benzothiepine-4-carboxylate). Reaction SMILES: [CH3:1][C:2]1[CH:7]=[CH:6][C:5]([C:8]2[CH:9]=[CH:10][C:11]3S[CH2:16][CH2:15][C:14]([C:18]([O:20][CH3:21])=[O:19])=[CH:13][C:12]=3[CH:22]=2)=[CH:4][CH:3]=1.C1C=C(Cl)C=C(C(OO)=O)C=1.[S:34]([O-:38])([O-])(=[O:36])=S.[Na+].[Na+]>ClCCl>[CH3:1][C:2]1[CH:7]=[CH:6][C:5]([C:8]2[CH:9]=[CH:10][C:11]3[S:34](=[O:38])(=[O:36])[CH2:16][CH2:15][C:14]([C:18]([O:20][CH3:21])=[O:19])=[CH:13][C:12]=3[CH:22]=2)=[CH:4][CH:3]=1 |f:2.3.4|. Procedure: To a solution of methyl 7-(4-methylphenyl)-2,3-dihydro-1-benzothiepine-4-carboxylate (1.5 g) in dichloromethane (25 ml) was added, under ice-cooling, 70% mCPBA (2.4 g), and the mixture was stirred at room temperature for 1 hour. To the solution was added an aqueous solution of sodium thiosulfate, and the mixture was concentrated and extracted with ethyl acetate. The organic layer was washed with sodium hydrogen carbonate solution, water and saturated brine, and dried with anhydrous magnesium sul...